From a dataset of the Open Reaction Database (ORD), a public repository of structured organic reaction records. describe an organic reaction: reactants, conditions, products, and yield The reactants are C1(=CC=CC=C1)NNC(C1=C(C=C(C=C1)F)F)=O (2,4-difluorobenzoic acid, 2-phenylhydrazide), C1(=CC=CC=C1)P(C1=CC=CC=C1)C1=CC=CC=C1 (triphenylphosphine), C(C)#N (acetonitrile), C(Cl)(Cl)(Cl)Cl (carbon tetrachloride). Conditions: time 16 hour. Product: ClC(C1=C(C=C(C=C1)F)F)=O (α-chloro-2,4-difluorobenzaldehyde). The yield is 89.0%. As a reaction SMILES: C1(NN[C:9](=[O:18])[C:10]2[CH:15]=[CH:14][C:13]([F:16])=[CH:12][C:11]=2[F:17])C=CC=CC=1.C1(P(C2C=CC=CC=2)C2C=CC=CC=2)C=CC=CC=1.C(#N)C.C(Cl)(Cl)(Cl)[Cl:42]>>[Cl:42][C:9](=[O:18])[C:10]1[CH:15]=[CH:14][C:13]([F:16])=[CH:12][C:11]=1[F:17]. Reported procedure: To a stirred mixture, under nitrogen, of 49.6 g of 2,4-difluorobenzoic acid, 2-phenylhydrazide, 64.3 g of triphenylphosphine, and 500 ml of anhydrous acetonitrile was added 19.3 ml of carbon tetrachloride. The reaction mixture was stirred at ambient temperature for about 16 hours, concentrated, and extracted with diethyl ether (3×). The diethyl ether extract was filtered and concentrated to a residue, which was flash chromatographed on silica gel, eluting first with ethyl acetate-hexane and, in ... The reactants are Intermediate 271H, C(CCC)N(C(=O)C=1N=C(N(C1)CCCN1CCN(CC1)C)C1=C(C(=O)O)C=C(C=C1)C(=O)OC)CCCC (2-(4-(dibutylcarbamoyl)-1-(3-(4-methylpiperazin-1-yl)propyl)-1H-imidazol-2-yl)-5-(methoxycarbonyl)benzoic acid), [Si](C)(C)(C(C)(C)C)OC[C@H]1NCC2=CC=CC=C2C1 ((S)-3-((tert-butyldimethylsilyloxy)methyl)-1,2,3,4-tetrahydroisoquinoline). Product: [Si](C)(C)(C(C)(C)C)OC[C@H]1N(CC2=CC=CC=C2C1)C(=O)C=1C=C(C(=O)OC)C=CC1C=1N(C=C(N1)C(N(CCCC)CCCC)=O)CCCN1CCN(CC1)C (Methyl 3-((S)-3-((tert-butyldimethylsilyloxy)methyl)-1,2,3,4-tetrahydroisoquinoline-2-carbonyl)-4-(4-(dibutylcarbamoyl)-1-(3-(4-methylpiperazin-1-yl)propyl)-1H-imidazol-2-yl)benzoate). The yield is 93.6%. As a reaction SMILES: [CH2:1]([N:5]([CH2:36][CH2:37][CH2:38][CH3:39])[C:6]([C:8]1[N:9]=[C:10]([C:23]2[CH:31]=[CH:30][C:29]([C:32]([O:34][CH3:35])=[O:33])=[CH:28][C:24]=2[C:25]([OH:27])=O)[N:11]([CH2:13][CH2:14][CH2:15][N:16]2[CH2:21][CH2:20][N:19]([CH3:22])[CH2:18][CH2:17]2)[CH:12]=1)=[O:7])[CH2:2][CH2:3][CH3:4].[Si:40]([O:47][CH2:48][C@@H:49]1[CH2:58][C:57]2[C:52](=[CH:53][CH:54]=[CH:55][CH:56]=2)[CH2:51][NH:50]1)([C:43]([CH3:46])([CH3:45])[CH3:44])([CH3:42])[CH3:41]>>[Si:40]([O:47][CH2:48][C@@H:49]1[CH2:58][C:57]2[C:52](=[CH:53][CH:54]=[CH:55][CH:56]=2)[CH2:51][N:50]1[C:25]([C:24]1[CH:28]=[C:29]([CH:30]=[CH:31][C:23]=1[C:10]1[N:11]([CH2:13][CH2:14][CH2:15][N:16]2[CH2:21][CH2:20][N:19]([CH3:22])[CH2:18][CH2:17]2)[CH:12]=[C:8]([C:6](=[O:7])[N:5]([CH2:1][CH2:2][CH2:3][CH3:4])[CH2:36][CH2:37][CH2:38][CH3:39])[N:9]=1)[C:32]([O:34][CH3:35])=[O:33])=[O:27])([C:43]([CH3:46])([CH3:45])[CH3:44])([CH3:42])[CH3:41]. Procedure details: Following a procedure analogous to that for the synthesis of Intermediate 271H, 2-(4-(dibutylcarbamoyl)-1-(3-(4-methylpiperazin-1-yl)propyl)-1H-imidazol-2-yl)-5-(methoxycarbonyl)benzoic acid (110 mg, 0.2 mmol) and (S)-3-((tert-butyldimethylsilyloxy)methyl)-1,2,3,4-tetrahydroisoquinoline (73 mg, 0.26 mmol) were converted to the title compound (150 mg, 93%). MS(ESI+) m/z 802.4 (M+H)+. Reactants: BrC1=CC(=C(C(=C1)\C=C/C1=CC(=C(C(=C1)OC)OC)OC)O[Si](C)(C)C(C)(C)C)O[Si](C)(C)C(C)(C)C (4-Bromo-6-[(Z)-2-(3,4,5-trimethoxyphenyl)vinyl]-1,2-di(tert-butyldimethylsilyloxy)benzene), [F-].[K+] (potassium fluoride). The solvent is C(C)(C)(C)OC (tertbutylmethyl ether), CO.CN(C=O)C (methanol dimethylformamide), C(C)(=O)O (acetic acid). Reaction conditions: time 30 hour. Yields the product BrC1=CC(=C(C(=C1)\C=C/C1=CC(=C(C(=C1)OC)OC)OC)O)O (4-Bromo-6-[(Z)-2-(3,4,5-trimethoxyphenyl)vinyl]-1,2-dihydroxybenzene). As a reaction SMILES: [Br:1][C:2]1[CH:7]=[C:6](/[CH:8]=[CH:9]\[C:10]2[CH:15]=[C:14]([O:16][CH3:17])[C:13]([O:18][CH3:19])=[C:12]([O:20][CH3:21])[CH:11]=2)[C:5]([O:22][Si](C(C)(C)C)(C)C)=[C:4]([O:30][Si](C(C)(C)C)(C)C)[CH:3]=1.[F-].[K+]>CO.CN(C)C=O.C(O)(=O)C.C(OC)(C)(C)C>[Br:1][C:2]1[CH:7]=[C:6](/[CH:8]=[CH:9]\[C:10]2[CH:11]=[C:12]([O:20][CH3:21])[C:13]([O:18][CH3:19])=[C:14]([O:16][CH3:17])[CH:15]=2)[C:5]([OH:22])=[C:4]([OH:30])[CH:3]=1 |f:1.2,3.4|. Procedure: To a solution of 20 (0.19 g, 0.32 mmol) in methanol:dimethylformamide 1:1 (4 mL), acetic acid was added (0.114 mL, 1.9 mmol) followed by potassium fluoride (0.110 mg, 1.9 mmol). The mixture was stirred for 30 hours then diluted with tertbutylmethyl ether (50 mL) and washed with water (20 mL) then brine (20 mL), then dried over sodium sulphate. The solvent was removed under reduced pressure to give a crude which was purified by column (cyclohexane:AcOEt 7:3+1% AcOH) to give 0.097 g of ZSB-74: Reactants: CCCCCCCCO, ClCCl, CC(=O)[O-], CC1(C)CCCC(C)(C)N1O, O=c1n(Cl)c(=O)n(Cl)c(=O)n1Cl, [Na+]. Yields the product CCCCCCCC=O. Reaction SMILES: [CH2:29]([CH2:30][CH2:31][CH2:32][CH2:33][CH2:34][CH2:35][CH3:36])[OH:37].[CH2:38]([Cl:39])[Cl:40].[CH3:14][C:15](=[O:16])[O-:17].[CH3:18][C:19]1([CH3:28])[N:20]([O:21])[C:22]([CH3:23])([CH3:24])[CH2:25][CH2:26][CH2:27]1.[Cl:1][n:2]1[c:3](=[O:4])[n:5]([Cl:6])[c:7](=[O:8])[n:9]([Cl:10])[c:11]1=[O:12].[Na+:13]>>[CH:29]([CH2:30][CH2:31][CH2:32][CH2:33][CH2:34][CH2:35][CH3:36])=[O:37].